This data is from the Open Reaction Database (ORD), a public repository of structured organic reaction records. The task is: describe an organic reaction: reactants, conditions, products, and yield Reactants: FC1=CC(=C(C=C1)CCCO)S(=O)(=O)C (3-(4-Fluoro-2-methanesulfonyl-phenyl)-propan-1-ol), [Cr](=O)(=O)([O-])Cl.[NH+]1=CC=CC=C1 (Pyridinium Chlorochromate). Run in ClCCl (dichloromethane). Conditions: time 5 hour. Yields the product FC1=CC(=C(C=C1)CCC=O)S(=O)(=O)C (3-(4-Fluoro-2-methanesulfonyl-phenyl)-propionaldehyde). Yield: 56.1%. Reaction SMILES: [F:1][C:2]1[CH:7]=[CH:6][C:5]([CH2:8][CH2:9][CH2:10][OH:11])=[C:4]([S:12]([CH3:15])(=[O:14])=[O:13])[CH:3]=1.[Cr](Cl)([O-])(=O)=O.[NH+]1C=CC=CC=1>ClCCl>[F:1][C:2]1[CH:7]=[CH:6][C:5]([CH2:8][CH2:9][CH:10]=[O:11])=[C:4]([S:12]([CH3:15])(=[O:14])=[O:13])[CH:3]=1 |f:1.2|. Procedure details: To the solution of the product of example 133 (1.0 g, 4.3 mmol) in dichloromethane (100 ml), was added Pyridinium Chlorochromate (1.65 g 6.4 mmol) at 0° C. The mixture was stirred at room temperature for 5 hours. The result mixture was washed with water, and the organic layer was dried over Na2SO4. The product was purified by column chromatography to give the titled compound (555 mg, yield 58%) Starting materials: CCOC(=O)CBr, Cc1ccccc1, CC(=O)Cc1ccccc1, [Zn]. Product: CCOC(=O)CC(C)(O)Cc1ccccc1. As a reaction SMILES: [Br:11][CH2:12][C:13](=[O:14])[O:15][CH2:16][CH3:17].[CH3:18][c:19]1[cH:20][cH:21][cH:22][cH:23][cH:24]1.[CH3:1][C:2](=[O:3])[CH2:4][c:5]1[cH:6][cH:7][cH:8][cH:9][cH:10]1.[Zn:25]>>[CH3:1][C:2]([OH:3])([CH2:4][c:5]1[cH:6][cH:7][cH:8][cH:9][cH:10]1)[CH2:12][C:13](=[O:14])[O:15][CH2:16][CH3:17].